Dataset: the Open Reaction Database (ORD), a public repository of structured organic reaction records. Task: describe an organic reaction: reactants, conditions, products, and yield Starting materials: O1C2=C(OCCC1N)C=CC=C2 (3,4-dihydro-2H-benz[b][1,4]dioxepin-ylamine), ClC1=NC=C(C(=N1)NC1=C(C(=O)NC)C=CC=C1)Cl (2-(2,5-dichloro-pyrimidin-4-ylamino)-N-methylbenzamide). Solvent: C(=O)(C(F)(F)F)O (TFA). Conditions: temperature 115 celsius. Yields the product CNC(C1=CC=CC=C1)=O (N-methyl-benzamide). The yield is 204.9%. As a reaction SMILES: O1C(N)CCOC2C=CC=CC1=2.ClC1N=C(N[C:21]2[CH:30]=[CH:29][CH:28]=[CH:27][C:22]=2[C:23]([NH:25][CH3:26])=[O:24])C(Cl)=CN=1>C(O)(C(F)(F)F)=O>[CH3:26][NH:25][C:23](=[O:24])[C:22]1[CH:27]=[CH:28][CH:29]=[CH:30][CH:21]=1. Reported procedure: A solution of 3,4-dihydro-2H-benz[b][1,4]dioxepin-ylamine (0.024 g, 0.00015 mol) and 2-(2,5-dichloro-pyrimidin-4-ylamino)-N-methylbenzamide (0.04 g, 0.00013 mol) in TFA (0.5 mL) was evaporated and then heated to 115° C. for 15 min. Purification by ISCO chromatography gave 2-[5-chloro-2-(3,4-dihydro-2H-benzo[b]1,4]dioxepin-2-ylamino)-pyrimidin-4-ylamino]-N-methyl-benzamide (0.036 g, 56%) vas a white solid. MP: 214-5° C.; 1H-NMR (DMSO-d6) δ 11.58 ((s, 1H), 9.36 (s, 1H), 8.74 (m, 2H), 8.20-1 (s, 1H... Reactants: ClCCl, CC(C)N(C(=O)CN1C(=O)C(N)n2cnnc2-c2ccccc21)c1ccccc1, O=C=Nc1ccccc1. Yields the product CC(C)N(C(=O)CN1C(=O)C(NC(=O)Nc2ccccc2)n2cnnc2-c2ccccc21)c1ccccc1. Reaction SMILES: [Cl:39][CH2:40][Cl:41].[NH2:1][CH:2]1[C:3](=[O:29])[N:4]([CH2:16][C:17](=[O:18])[N:19]([c:20]2[cH:21][cH:22][cH:23][cH:24][cH:25]2)[CH:26]([CH3:27])[CH3:28])[c:5]2[c:6]([cH:12][cH:13][cH:14][cH:15]2)-[c:7]2[n:8][n:9][cH:10][n:11]21.[O:30]=[C:31]=[N:32][c:33]1[cH:34][cH:35][cH:36][cH:37][cH:38]1>>[NH:1]([CH:2]1[C:3](=[O:29])[N:4]([CH2:16][C:17](=[O:18])[N:19]([c:20]2[cH:21][cH:22][cH:23][cH:24][cH:25]2)[CH:26]([CH3:27])[CH3:28])[c:5]2[c:6]([cH:12][cH:13][cH:14][cH:15]2)-[c:7]2[n:8][n:9][cH:10][n:11]21)[C:31](=[O:30])[NH:32][c:33]1[cH:34][cH:35][cH:36][cH:37][cH:38]1. Reactants: BrCCCCCBr, O=C([O-])[O-], CCC(C)=O, [K+], [K+], CCCc1c(O)ccc2c1OCCC2=O. Product: CCCc1c(OCCCCCBr)ccc2c1OCCC2=O. RXN SMILES: [Br:16][CH2:17][CH2:18][CH2:19][CH2:20][CH2:21][Br:22].[C:23](=[O:24])([O-:25])[O-:26].[CH3:29][C:30](=[O:31])[CH2:32][CH3:33].[K+:27].[K+:28].[OH:1][c:2]1[c:3]([CH2:13][CH2:14][CH3:15])[c:4]2[c:5]([cH:11][cH:12]1)[C:6](=[O:10])[CH2:7][CH2:8][O:9]2>>[O:1]([c:2]1[c:3]([CH2:13][CH2:14][CH3:15])[c:4]2[c:5]([cH:11][cH:12]1)[C:6](=[O:10])[CH2:7][CH2:8][O:9]2)[CH2:21][CH2:20][CH2:19][CH2:18][CH2:17][Br:16]. The reactants are O=C(O)C1CCC1C(=O)c1ccc(Br)cc1, COC(C)(C)OC, CO, Cl. The product is COC(=O)C1CCC1C(=O)c1ccc(Br)cc1. RXN SMILES: [Br:1][c:2]1[cH:3][cH:4][c:5]([C:6](=[O:7])[CH:8]2[CH:9]([C:12](=[O:13])[OH:14])[CH2:10][CH2:11]2)[cH:15][cH:16]1.[CH3:17][O:18][C:19]([O:20][CH3:21])([CH3:22])[CH3:23].[CH3:25][OH:26].[ClH:24]>>[Br:1][c:2]1[cH:3][cH:4][c:5]([C:6](=[O:7])[CH:8]2[CH:9]([C:12](=[O:13])[O:14][CH3:17])[CH2:10][CH2:11]2)[cH:15][cH:16]1. The reactants are CC=1C(=NC(=CC1)C1=NNC(N1)=O)O[C@@H]1CN(CC1)C(=O)OC(C)(C)C ((S)-tert-butyl 3-((3-methyl-6-(5-oxo-4,5-dihydro-1H-1,2,4-triazol-3-yl)pyridin-2-yl)oxy)pyrrolidine-1-carboxylate), C(=O)(C(F)(F)F)O (TFA). Solvent: C(Cl)Cl (DCM). Reaction conditions: time 8 hour. Yields the product CC=1C=CC(=NC1O[C@@H]1CNCC1)C1=NNC(N1)=O ((S)-3-(5-methyl-6-(pyrrolidin-3-yloxy)pyridin-2-yl)-1H-1,2,4-triazol-5(4H)-one). RXN SMILES: [CH3:1][C:2]1[C:3]([O:14][C@H:15]2[CH2:19][CH2:18][N:17](C(OC(C)(C)C)=O)[CH2:16]2)=[N:4][C:5]([C:8]2[NH:12][C:11](=[O:13])[NH:10][N:9]=2)=[CH:6][CH:7]=1.C(O)(C(F)(F)F)=O>C(Cl)Cl>[CH3:1][C:2]1[CH:7]=[CH:6][C:5]([C:8]2[NH:12][C:11](=[O:13])[NH:10][N:9]=2)=[N:4][C:3]=1[O:14][C@H:15]1[CH2:19][CH2:18][NH:17][CH2:16]1. Reported procedure: To a solution of (S)-tert-butyl 3-((3-methyl-6-(5-oxo-4,5-dihydro-1H-1,2,4-triazol-3-yl)pyridin-2-yl)oxy)pyrrolidine-1-carboxylate (0.042 g, 0.115 mmol) in DCM (5 mL) was added TFA (1 mL). The reaction mixture was stirred at RT overnight. The solvent was removed in vacuo and the residue was dried under high vacuum to give the title compound, which was used directly to the next step.